Task: describe an organic reaction: reactants, conditions, products, and yield. Dataset: the Open Reaction Database (ORD), a public repository of structured organic reaction records Starting materials: C(C)(C)C1=C(C(=C(C=C1)S(=O)(=O)O)C(C)C)C(C)C (triisopropyl-benzenesulfonic acid), aqueous solution, [OH-].C[N+](C)(C)C (tetramethylammonium hydroxide), [I-].C(C)(=O)OCCC1=CC=C(C=C1)[S+]1C2=C(C3=C1C=CC=C3)C=CC=C2 (5-[4-(2-acetoxyethyl)-phenyl]dibenzothiophenium iodide). Reagents/catalysts: C(C)(=O)[O-].[Ag+] (Silver acetate). Solvent: CO (methanol), C(Cl)(Cl)Cl (chloroform). Conditions: time 2 hour. Product: C(C)(C)C1=C(C(=CC(=C1)C(C)C)C(C)C)S(=O)(=O)[O-].OCCC1=CC=C(C=C1)[S+]1C2=C(C3=C1C=CC=C3)C=CC=C2 (5-[4-(2-hydroxyethyl)phenyl]-dibenzothiophenium 2,4,6-triisopropylbenzenesulfonate). Isolated yield 101.6%. RXN SMILES: [I-].C([O:5][CH2:6][CH2:7][C:8]1[CH:13]=[CH:12][C:11]([S+:14]2[C:18]3[CH:19]=[CH:20][CH:21]=[CH:22][C:17]=3[C:16]3[CH:23]=[CH:24][CH:25]=[CH:26][C:15]2=3)=[CH:10][CH:9]=1)(=O)C.[OH-].C[N+](C)(C)C.[CH:33]([C:36]1[CH:41]=[CH:40][C:39]([S:42]([OH:45])(=[O:44])=[O:43])=[C:38]([CH:46]([CH3:48])[CH3:47])[C:37]=1C(C)C)([CH3:35])[CH3:34]>CO.C(Cl)(Cl)Cl.C([O-])(=O)C.[Ag+]>[CH:7]([C:40]1[CH:41]=[C:36]([CH:33]([CH3:35])[CH3:34])[CH:37]=[C:38]([CH:46]([CH3:47])[CH3:48])[C:39]=1[S:42]([O-:45])(=[O:44])=[O:43])([CH3:8])[CH3:6].[OH:5][CH2:6][CH2:7][C:8]1[CH:9]=[CH:10][C:11]([S+:14]2[C:15]3[CH:26]=[CH:25][CH:24]=[CH:23][C:16]=3[C:17]3[CH:22]=[CH:21][CH:20]=[CH:19][C:18]2=3)=[CH:12][CH:13]=1 |f:0.1,2.3,7.8,9.10|. Procedure: While cooling with ice, 10.0 g of dibenzothiophene-S-oxide synthesized in the above step (1) is added to 30 g of diphosphorus pentoxide/methanesulfonic acid (9/1), and further 10 ml of 2-phenylethyl acetate is added thereto. The reaction solution is stirred at room temperature for 6 hours, and then poured into ice water. The obtained aqueous solution is filtered, and 23 g of potassium iodide is added. Crystals precipitated are recovered by filtration to obtain 11.1 g of 5-[4-(2-acetoxyethyl)-phe... The reactants are CC(=O)OC1CSC(Oc2ccc(Br)cc2F)C(OC(C)=O)C1OC(C)=O, OB(O)c1ccncc1. Yields the product CC(=O)OC1CSC(Oc2ccc(-c3ccncc3)cc2F)C(OC(C)=O)C1OC(C)=O. Reaction SMILES: [C:1]([CH3:2])(=[O:3])[O:4][CH:5]1[CH:6]([O:7][c:8]2[c:9]([F:15])[cH:10][c:11]([Br:14])[cH:12][cH:13]2)[S:16][CH2:17][CH:18]([O:24][C:25]([CH3:26])=[O:27])[CH:19]1[O:20][C:21]([CH3:22])=[O:23].[n:28]1[cH:29][cH:30][c:31]([B:34]([OH:35])[OH:36])[cH:32][cH:33]1>>[C:1]([CH3:2])(=[O:3])[O:4][CH:5]1[CH:6]([O:7][c:8]2[c:9]([F:15])[cH:10][c:11](-[c:31]3[cH:30][cH:29][n:28][cH:33][cH:32]3)[cH:12][cH:13]2)[S:16][CH2:17][CH:18]([O:24][C:25]([CH3:26])=[O:27])[CH:19]1[O:20][C:21]([CH3:22])=[O:23]. The reactants are ClC1=C(C(=O)Cl)C=CC(=C1)Cl (2,4-dichlorobenzoyl chloride), CC=1NOC(C1)=O (3-methyl-3-isoxazolin-5-one). Run in C([O-])(O)=O.[Na+] (sodium bicarbonate). Conditions: temperature 150 celsius. Product: CC=1N(OC(C1)=O)C(C1=C(C=C(C=C1)Cl)Cl)=O (3-methyl-2-(2',4'-dichlorobenzoyl)-3-isoxazolin-5-one). Yield: 237.4%. Reaction SMILES: [Cl:1][C:2]1[CH:10]=[C:9]([Cl:11])[CH:8]=[CH:7][C:3]=1[C:4](Cl)=[O:5].[CH3:12][C:13]1[NH:14][O:15][C:16](=[O:18])[CH:17]=1>C(=O)(O)[O-].[Na+]>[CH3:12][C:13]1[N:14]([C:4](=[O:5])[C:3]2[CH:7]=[CH:8][C:9]([Cl:11])=[CH:10][C:2]=2[Cl:1])[O:15][C:16](=[O:18])[CH:17]=1 |f:2.3|. Reported procedure: 20.9 gm of 2,4-dichlorobenzoyl chloride was added to 5 gm of 3-methyl-3-isoxazolin-5-one. The reaction mixture was heated at 150° C. for 3 hours. The reaction was neutralized with 100 ml of saturated sodium bicarbonate solution and extracted with methylene chloride. The organic layer was separated, washed with water, dried over anhydrous sodium sulfate and filtered. The solvent was stripped to yield 32.6 gm of the crude product. The product was recrystallized from methylene chloride-hexane yield... Starting materials: [Al+3], COC(=O)C(Cc1ccc(O)cc1)NC(=O)OCc1ccc(Cl)cc1, Cl, [H-], [H-], [H-], [H-], [Na+], C1CCOC1. The product is O=C(NC(CO)Cc1ccc(O)cc1)OCc1ccc(Cl)cc1. As a reaction SMILES: [Al+3:27].[Cl:1][c:2]1[cH:3][cH:4][c:5]([CH2:6][O:7][C:8](=[O:9])[NH:10][CH:11]([CH2:12][c:13]2[cH:14][cH:15][c:16]([OH:19])[cH:17][cH:18]2)[C:20](=[O:21])[O:22][CH3:23])[cH:24][cH:25]1.[ClH:32].[H-:26].[H-:29].[H-:30].[H-:31].[Na+:28].[O:33]1[CH2:34][CH2:35][CH2:36][CH2:37]1>>[Cl:1][c:2]1[cH:3][cH:4][c:5]([CH2:6][O:7][C:8](=[O:9])[NH:10][CH:11]([CH2:12][c:13]2[cH:14][cH:15][c:16]([OH:19])[cH:17][cH:18]2)[CH2:20][OH:21])[cH:24][cH:25]1. Conditions: temperature 18 celsius, time 2.5 hour. Starting materials: [OH-].[Na+] (sodium hydroxide), ClC(C(=O)OCC)C1=C(C=C(C=C1F)[N+](=O)[O-])F (ethyl 2-chloro-2-(2,6-difluoro-4-nitrophenyl)ethanoate), S(=O)([O-])[O-].[Na+].[Na+] (Sodium sulphite), peroxide, OO (hydrogen peroxide), Cl (hydrochloric acid). Run in C(C)O (ethanol). Yields the product FC1=C(C(=O)O)C(=CC(=C1)[N+](=O)[O-])F (2,6-difluoro-4-nitrobenzoic acid). Procedure details: 2.5M Aqueous sodium hydroxide solution (300 ml) was added over 5 minutes to a solution of ethyl 2-chloro-2-(2,6-difluoro-4-nitrophenyl)ethanoate (34.86 g 125 mmol) in ethanol (300 ml) at 5° C. such that the reaction temperature was kept below 25° C. The mixture was cooled to 18° C. and 30% hydrogen peroxide (40 ml) was added. The mixture was stirred at 20° C. for 2.5 hours. Sodium sulphite was added until the peroxide test was negative, the mixture was acidified to pH1 with 6M hydrochloric acid ... Yield: 19.0%. As a reaction SMILES: [OH-:1].[Na+].Cl[CH:4]([C:10]1[C:15]([F:16])=[CH:14][C:13]([N+:17]([O-:19])=[O:18])=[CH:12][C:11]=1[F:20])C(OCC)=O.[OH:21]O.S([O-])([O-])=O.[Na+].[Na+].Cl>C(O)C>[F:20][C:11]1[CH:12]=[C:13]([N+:17]([O-:19])=[O:18])[CH:14]=[C:15]([F:16])[C:10]=1[C:4]([OH:21])=[O:1] |f:0.1,4.5.6|.